This data is from the Open Reaction Database (ORD), a public repository of structured organic reaction records. The task is: describe an organic reaction: reactants, conditions, products, and yield As a reaction SMILES: COC[O:4][C:5]1[C:13]2[CH:12]=[C:11]([C:14]3[O:18][C:17]([S:19][CH3:20])=[N:16][N:15]=3)[O:10][C:9]=2[CH:8]=[CH:7][CH:6]=1.Cl>C1COCC1>[OH:4][C:5]1[C:13]2[CH:12]=[C:11]([C:14]3[O:18][C:17]([S:19][CH3:20])=[N:16][N:15]=3)[O:10][C:9]=2[CH:8]=[CH:7][CH:6]=1. The solvent is C1CCOC1 (THF). The product is OC1=CC=CC=2OC(=CC21)C2=NN=C(O2)SC (5-(4-hydroxybenzo(b)furan-2-yl)-2-methylthio-1,3,4-oxadiazole). Isolated yield 73.0%. Reported procedure: To a solution (20 ml) of 5-(4-(methoxymethyloxy)benzo(b)furan-2-yl)-2-methylthio-1,3,4-oxadiazole (1.0 g) in THF was added 2N aqueous hydrochloric acid (3.0 ml), and the mixture was refluxed under heating for 7 hr. The solvent was evaporated under reduced pressure to give the title compound (0.62 g) as yellow crystals. Starting materials: COCOC1=CC=CC=2OC(=CC21)C2=NN=C(O2)SC (5-(4-(methoxymethyloxy)benzo(b)furan-2-yl)-2-methylthio-1,3,4-oxadiazole), Cl (hydrochloric acid). Starting materials: N (ammonia), C(C)(=O)OC(C)=O (acetic anhydride), ClC1=CC=C(C=C1)C1=CC=C(C=C1)NC(\C=C\C1=CC=C(C=C1)CN(C1CCNCC1)C)=O ((E)—N-(4′-chlorobiphenyl-4-yl)-3-{4[(methylpiperidin-4-ylamino)methyl]phenyl}acrylamide), C(C)(=O)O.FC(C(=O)O)(F)F (trifluoroacetic acid acetate), C(C)(=O)O (acetic acid). Run at time 18 hour. Yields the product C(C)(=O)N1CCC(CC1)CNCC1=CC=C(C=C1)/C=C/C(=O)NC1=CC=C(C=C1)C1=CC=C(C=C1)Cl ((E)-3-(4-{[(1-acetylpiperidin-4-yl)methylamino]methyl}phenyl)-N-(4′-chlorobiphenyl-4-yl)acrylamide). RXN SMILES: C(O[C:5](=[O:7])[CH3:6])(=O)C.[Cl:8][C:9]1[CH:14]=[CH:13][C:12]([C:15]2[CH:20]=[CH:19][C:18]([NH:21][C:22](=[O:40])/[CH:23]=[CH:24]/[C:25]3[CH:30]=[CH:29][C:28]([CH2:31][N:32]([CH3:39])C4CCNCC4)=[CH:27][CH:26]=3)=[CH:17][CH:16]=2)=[CH:11][CH:10]=1.[C:41](O)(=O)[CH3:42].F[C:46](F)(F)[C:47](O)=O.[NH3:52].[C:53](O)(=O)C>>[C:5]([N:52]1[CH2:42][CH2:41][CH:47]([CH2:39][NH:32][CH2:31][C:28]2[CH:27]=[CH:26][C:25](/[CH:24]=[CH:23]/[C:22]([NH:21][C:18]3[CH:19]=[CH:20][C:15]([C:12]4[CH:13]=[CH:14][C:9]([Cl:8])=[CH:10][CH:11]=4)=[CH:16][CH:17]=3)=[O:40])=[CH:30][CH:29]=2)[CH2:46][CH2:53]1)(=[O:7])[CH3:6] |f:2.3|. Procedure details: 0.017 mL (0.18 mmol) of acetic anhydride is added to a solution of 50 mg (0.087 mmol) of (E)—N-(4′-chlorobiphenyl-4-yl)-3-{4[(methylpiperidin-4-ylamino)methyl]phenyl}acrylamide×trifluoroacetic acid acetate in 4 mL of acetic acid and the mixture is stirred for 18 hours at ambient temperature. Then the reaction mixture is poured onto water and made basic with ammonia. The precipitate formed is suction filtered and washed with water. The product is dried at 60° C. in the circulating air dryer. Yiel... Starting materials: N[C@H]1C(N(C2=C(C(=N1)C1=CC=CC=C1)C=CC=C2)C)=O (3(R)-amino-1,3-dihydro-1-methyl-5-phenyl-2H-1,4-benzodiazepin-2-one), CC1=CC=C(C=C1)N=C=O (4-methylPhenylisocyanate). Solvent: O1CCCC1 (tetrahydrofuran). Conditions: time 8 hour. Yields the product CN1C([C@@H](N=C(C2=C1C=CC=C2)C2=CC=CC=C2)NC(=O)NC2=CC=C(C=C2)C)=O ((R)-N-(2,3-Dihydro-1-methyl-2-oxo-5-phenyl-1H-1,4-benzodiazepin-3-yl)-N'-(4-methylphenyl)-urea). As a reaction SMILES: [NH2:1][C@@H:2]1[N:8]=[C:7]([C:9]2[CH:14]=[CH:13][CH:12]=[CH:11][CH:10]=2)[C:6]2[CH:15]=[CH:16][CH:17]=[CH:18][C:5]=2[N:4]([CH3:19])[C:3]1=[O:20].[CH3:21][C:22]1[CH:27]=[CH:26][C:25]([N:28]=[C:29]=[O:30])=[CH:24][CH:23]=1>O1CCCC1>[CH3:19][N:4]1[C:5]2[CH:18]=[CH:17][CH:16]=[CH:15][C:6]=2[C:7]([C:9]2[CH:14]=[CH:13][CH:12]=[CH:11][CH:10]=2)=[N:8][C@@H:2]([NH:1][C:29]([NH:28][C:25]2[CH:26]=[CH:27][C:22]([CH3:21])=[CH:23][CH:24]=2)=[O:30])[C:3]1=[O:20]. Procedure: Equimolar amounts of 3(R)-amino-1,3-dihydro-1-methyl-5-phenyl-2H-1,4-benzodiazepin-2-one and 4-methylPhenylisocyanate were mixed in 8 ml of dry tetrahydrofuran at room temperature. The reaction mixture was allowed to stand for 8 hours and was then filtered. The collected solids were washed with tetrahydrofuran and dried in vacuo over P2O5 to give the analytical product: m.p. 233°-235° C. Starting materials: NC1(NC2=NC=C(N=C2C(N1)=O)C1=CC(=C(C=C1)OC)OC)N (2-amino-6-(3,4-dimethoxyphenyl)pterine), C(C)(=O)OC(C)=O (acetic anhydride). Solvent: C(C)(=O)O (acetic acid). The product is C(C)(=O)NC1(NC2=NC=C(N=C2C(N1)=O)C1=CC(=C(C=C1)OC)OC)N (2-acetylamino-6-(3,4-dimethoxyphenyl)pterine). The yield is 77.0%. Reaction SMILES: [NH2:1][C:2]1([NH2:23])[NH:11][C:10](=[O:12])[C:9]2[C:4](=[N:5][CH:6]=[C:7]([C:13]3[CH:18]=[CH:17][C:16]([O:19][CH3:20])=[C:15]([O:21][CH3:22])[CH:14]=3)[N:8]=2)[NH:3]1.[C:24](OC(=O)C)(=[O:26])[CH3:25]>C(O)(=O)C>[C:24]([NH:23][C:2]1([NH2:1])[NH:11][C:10](=[O:12])[C:9]2[C:4](=[N:5][CH:6]=[C:7]([C:13]3[CH:18]=[CH:17][C:16]([O:19][CH3:20])=[C:15]([O:21][CH3:22])[CH:14]=3)[N:8]=2)[NH:3]1)(=[O:26])[CH3:25]. Procedure details: A suspension of the compound of example 101 (10.46 g, 35 mmoles) in acetic anhydride (600 ml) and acetic acid (200 ml) was refluxed for 1 hour until a clear solution was formed. By cooling down the reaction mixture in the refrigerator, the precipitate formed was filtered off, washed with ethyl acetate and diethyl ether, and then dried over P2O5 under vacuum, providing the title compound as a yellow powder (9.19 g, yield: 77%). This compound was further characterized by the following spectra: The reactants are CS(C)=O, CCOC(C)=O, CCC(C)Oc1cccc(Cc2ncc(CCl)c3cc(OC)c(OC)cc23)c1, [N-]=[N+]=[N-], [Na+]. Product: CCC(C)Oc1cccc(Cc2ncc(CN=[N+]=[N-])c3cc(OC)c(OC)cc23)c1. Reaction SMILES: [CH3:33][S:34]([CH3:35])=[O:36].[CH3:37][CH2:38][O:39][C:40](=[O:41])[CH3:42].[CH:1]([CH3:2])([CH2:3][CH3:4])[O:5][c:6]1[cH:7][c:8]([CH2:9][c:10]2[n:11][cH:12][c:13]([CH2:24][Cl:25])[c:14]3[cH:15][c:16]([O:22][CH3:23])[c:17]([O:20][CH3:21])[cH:18][c:19]23)[cH:26][cH:27][cH:28]1.[N-:30]=[N+:31]=[N-:32].[Na+:29]>>[CH:1]([CH3:2])([CH2:3][CH3:4])[O:5][c:6]1[cH:7][c:8]([CH2:9][c:10]2[n:11][cH:12][c:13]([CH2:24][N:30]=[N+:31]=[N-:32])[c:14]3[cH:15][c:16]([O:22][CH3:23])[c:17]([O:20][CH3:21])[cH:18][c:19]23)[cH:26][cH:27][cH:28]1. Reactants: ClC1=C(C(=O)Cl)C=CC=C1C(F)(F)F (2-Chloro-3-(trifluoromethyl)benzoyl chloride), FC=1C=CC(=NC1)N1C=NC=2C=NC=CC21 (1-(5-fluoropyridin-2-yl)-1H-imidazo[4,5-c]pyridine), C[Mg+].[Br-] (MeMgBr), [NH4+].[Cl-] (NH4Cl), C[Mg+].[Br-] (MeMgBr). Solvent: C1CCOC1 (THF), C1CCOC1 (THF). Conditions: temperature 50 celsius, time 20 minute. Yields the product ClC1=C(C=CC=C1C(F)(F)F)C(=O)N1C(C2=C(C=C1)N(C=N2)C2=NC=C(C=C2)F)C ((2-chloro-3-(trifluoromethyl)phenyl)(1-(5-fluoropyridin-2-yl)-4-methyl-1H-imidazo[4,5-c]pyridin-5(4H)-yl)methanone). Yield: 82.2%. Reaction SMILES: [F:1][C:2]1[CH:3]=[CH:4][C:5]([N:8]2[C:16]3[CH:15]=[CH:14][N:13]=[CH:12][C:11]=3[N:10]=[CH:9]2)=[N:6][CH:7]=1.[CH3:17][Mg+].[Br-].[Cl:20][C:21]1[C:29]([C:30]([F:33])([F:32])[F:31])=[CH:28][CH:27]=[CH:26][C:22]=1[C:23](Cl)=[O:24].[NH4+].[Cl-]>C1COCC1>[Cl:20][C:21]1[C:29]([C:30]([F:33])([F:32])[F:31])=[CH:28][CH:27]=[CH:26][C:22]=1[C:23]([N:13]1[CH:14]=[CH:15][C:16]2[N:8]([C:5]3[CH:4]=[CH:3][C:2]([F:1])=[CH:7][N:6]=3)[CH:9]=[N:10][C:11]=2[CH:12]1[CH3:17])=[O:24] |f:1.2,4.5|. Reported procedure: In a three-neck round-bottom flask equipped with a mechanic stirring, an internal thermal couple and an addition funnel, 1-(5-fluoropyridin-2-yl)-1H-imidazo[4,5-c]pyridine (70 g, 326 mmol) was suspended in THF (1.7 L) and then warmed to 50° C. to form a clear solution. The clear solution was cooled to −78° C. and a lot of solid precipitated out. Under N2, MeMgBr (3.0 mol/L in THF, 109 mL, 326 mmol) was added over 30 min while the internal temperature was maintained at <−70° C. After 20 min, the ... Starting materials: [Al], Cc1ccccc1, CN, Cl, Cl, [NH2-], COC(=O)c1oc(C(C)(C)C)cc1N, [Na+], [OH-]. Yields the product CNC(=O)c1oc(C(C)(C)C)cc1N. RXN SMILES: [Al:4].[CH3:23][c:24]1[cH:25][cH:26][cH:27][cH:28][cH:29]1.[CH3:2][NH2:3].[ClH:1].[ClH:20].[NH2-:5].[NH2:6][c:7]1[c:8]([C:16]([O:18][CH3:17])=[O:19])[o:9][c:10]([C:12]([CH3:13])([CH3:14])[CH3:15])[cH:11]1.[Na+:22].[OH-:21]>>[CH3:2][NH:3][C:16]([c:8]1[c:7]([NH2:6])[cH:11][c:10]([C:12]([CH3:13])([CH3:14])[CH3:15])[o:9]1)=[O:18].